Dataset: the Open Reaction Database (ORD), a public repository of structured organic reaction records. Task: describe an organic reaction: reactants, conditions, products, and yield Run in CO (methanol), C(C)(=O)O (acetic acid). RXN SMILES: [CH2:1]([S:8]([C:10]1[CH:15]=[CH:14][C:13]([NH2:16])=[C:12]([NH2:17])[CH:11]=1)=[O:9])[C:2]1[CH:7]=[CH:6][CH:5]=[CH:4][CH:3]=1.[CH3:18][O:19][C:20]([NH:22][C:23](=NC(OC)=O)SC)=[O:21]>CO.C(O)(=O)C>[CH2:1]([S:8]([C:10]1[CH:15]=[CH:14][C:13]2[NH:16][C:23]([NH:22][C:20](=[O:21])[O:19][CH3:18])=[N:17][C:12]=2[CH:11]=1)=[O:9])[C:2]1[CH:3]=[CH:4][CH:5]=[CH:6][CH:7]=1. The reactants are C(C1=CC=CC=C1)S(=O)C1=CC(=C(C=C1)N)N (4-(benzyl)sulfinyl-1,2-diaminobenzene), COC(=O)NC(SC)=NC(=O)OC (1,3-bis(methoxycarbonyl)-S-methyl isothiourea). Procedure details: To 3.34 g (14.5 mMol) of 4-(benzyl)sulfinyl-1,2-diaminobenzene in 35 ml methanol and 0.84 ml acetic acid is added 3.11 g (16 mMol) 1,3-bis(methoxycarbonyl)-S-methyl isothiourea, and the resulting solution heated to reflux for 3 hours. The solvent is removed in vacuo, the solid digested with water and filtered and washed with ether. The resulting solid is recrystallized from ethanol to yield the title compound. The product is C(C1=CC=CC=C1)S(=O)C1=CC2=C(NC(=N2)NC(OC)=O)C=C1 ([5-[(Benzyl)sulfinyl]-1H-benzimidazol-2-yl]carbamic acid, methyl ester). Starting materials: C(C)(C)(C)N (tert-butylamine), C1(=CC=CC=C1)S(=O)(=O)Cl (benzenesulfonyl chloride). The solvent is C1CCOC1 (THF). Run at time 6 hour. Product: C(C)(C)(C)NS(=O)(=O)C1=CC=CC=C1 (N-(tert-butyl)benzenesulfonamide). Yield: 95.6%. Reaction SMILES: [C:1]([NH2:5])([CH3:4])([CH3:3])[CH3:2].[C:6]1([S:12](Cl)(=[O:14])=[O:13])[CH:11]=[CH:10][CH:9]=[CH:8][CH:7]=1>C1COCC1>[C:1]([NH:5][S:12]([C:6]1[CH:11]=[CH:10][CH:9]=[CH:8][CH:7]=1)(=[O:14])=[O:13])([CH3:4])([CH3:3])[CH3:2]. Reported procedure: To a cooled (0° C.) solution of tert-butylamine (42.9 mL, 410.6 mmol) in THF (840 mL) was added dropwise benzenesulfonyl chloride (26.2 mL, 205 mmol) and the reaction mixture was stirred at room temperature under an argon atmosphere for 6 h. The mixture was then filtered and the collected solid washed with THF. The filtrate was concentrated, redissolved in CH2Cl2 and washed with 0.1N HCl and H2O. The organic solution was dried and concentrated to afford the desired product (41.8 g, 95%).